From a dataset of the Open Reaction Database (ORD), a public repository of structured organic reaction records. describe an organic reaction: reactants, conditions, products, and yield The reactants are CCN=C=NCCCN(C)C, CCN(C(C)C)C(C)C, Cl, NCC(=O)N1CCN(C(=O)c2ccccc2C(F)(F)F)CC1, CN(C)C=O, O, On1nnc2ccccc21, O=C(O)c1ccc2c(c1)Cc1ccccc1-2. Yields the product O=C(NCC(=O)N1CCN(C(=O)c2ccccc2C(F)(F)F)CC1)c1ccc2c(c1)Cc1ccccc1-2. As a reaction SMILES: [CH3:36][CH2:37][N:38]=[C:39]=[N:40][CH2:41][CH2:42][CH2:43][N:44]([CH3:45])[CH3:46].[CH:1]([N:2]([CH2:3][CH3:4])[CH:5]([CH3:6])[CH3:7])([CH3:8])[CH3:9].[ClH:47].[NH2:48][CH2:49][C:50](=[O:51])[N:52]1[CH2:53][CH2:54][N:55]([C:58]([c:59]2[c:60]([C:65]([F:66])([F:67])[F:68])[cH:61][cH:62][cH:63][cH:64]2)=[O:69])[CH2:56][CH2:57]1.[O:70]=[CH:71][N:72]([CH3:73])[CH3:74].[OH2:75].[OH:26][n:27]1[c:28]2[c:29]([cH:30][cH:31][cH:32][cH:33]2)[n:34][n:35]1.[cH:10]1[c:11]([C:23](=[O:24])[OH:25])[cH:12][cH:13][c:14]2[c:22]1[CH2:21][c:20]1[c:15]-2[cH:16][cH:17][cH:18][cH:19]1>>[cH:10]1[c:11]([C:23](=[O:25])[NH:48][CH2:49][C:50](=[O:51])[N:52]2[CH2:53][CH2:54][N:55]([C:58]([c:59]3[c:60]([C:65]([F:66])([F:67])[F:68])[cH:61][cH:62][cH:63][cH:64]3)=[O:69])[CH2:56][CH2:57]2)[cH:12][cH:13][c:14]2[c:22]1[CH2:21][c:20]1[c:15]-2[cH:16][cH:17][cH:18][cH:19]1. Starting materials: Cl.O=C(CNC(C1=CC=C(C=C1)OC1=CC=CC=C1)=O)N1CCNCC1 (N-(2-Oxo-2-piperazin-1-yl-ethyl)-4-phenoxy-benzamide hydrochloride), CCN(C(C)C)C(C)C (DIPEA), ClC1=C(C(=O)O)C=C(C=C1)Cl (2,5-dichlorobenzoic acid), CCN=C=NCCCN(C)C (EDCI), C=1C=CC2=C(C1)N=NN2O (HOBT). Solvent: O (Water), CN(C)C=O (DMF). Conditions: time 10 minute. Product: ClC1=C(C(=O)N2CCN(CC2)C(CNC(C2=CC=C(C=C2)OC2=CC=CC=C2)=O)=O)C=C(C=C1)Cl (N-{2-[4-(2,5-Dichloro-benzoyl)-piperazin-1-yl]-2-oxo-ethyl}-4-phenoxy-benzamide). Isolated yield 55.0%. As a reaction SMILES: CCN(C(C)C)C(C)C.[Cl:10][C:11]1[CH:19]=[CH:18][C:17]([Cl:20])=[CH:16][C:12]=1[C:13]([OH:15])=O.CCN=C=NCCCN(C)C.C1C=CC2N(O)N=NC=2C=1.Cl.[O:43]=[C:44]([N:62]1[CH2:67][CH2:66][NH:65][CH2:64][CH2:63]1)[CH2:45][NH:46][C:47](=[O:61])[C:48]1[CH:53]=[CH:52][C:51]([O:54][C:55]2[CH:60]=[CH:59][CH:58]=[CH:57][CH:56]=2)=[CH:50][CH:49]=1>CN(C=O)C.O>[Cl:10][C:11]1[CH:19]=[CH:18][C:17]([Cl:20])=[CH:16][C:12]=1[C:13]([N:65]1[CH2:66][CH2:67][N:62]([C:44](=[O:43])[CH2:45][NH:46][C:47](=[O:61])[C:48]2[CH:49]=[CH:50][C:51]([O:54][C:55]3[CH:56]=[CH:57][CH:58]=[CH:59][CH:60]=3)=[CH:52][CH:53]=2)[CH2:63][CH2:64]1)=[O:15] |f:4.5|. Procedure details: DIPEA (0.11 mL, 0.64 mmol) was added drop wise to 2,5-dichlorobenzoic acid (48 mg, 0.26 mmol) in DMF (5 mL). EDCI (102 mg, 0.53 mmol) and HOBT (34 mg, 0.26 mmol) were added consecutively. After 10 mins, N-(2-Oxo-2-piperazin-1-yl-ethyl)-4-phenoxy-benzamide hydrochloride (80 mg, 0.21 mmol) was added and the resulting mixture was stirred at room temperature overnight. Water was then added, and the product was extracted with EtOAc. The organic layer was washed with brine, dried over Na2SO4 and conce... Reactants: BrC=1C(=NC=C(C(=O)NC2=CC=C(C=C2)OC(F)(F)F)C1)N1CC(C1)C(C)(C)O (5-bromo-6-(3-(2-hydroxypropan-2-yl)azetidin-1-yl)-N-(4-(trifluoromethoxy)phenyl)nicotinamide), N1=CN=CC(=C1)B(O)O (pyrimidin-5-ylboronic acid). Product: OC(C)(C)C1CN(C1)C1=NC=C(C(=O)NC2=CC=C(C=C2)OC(F)(F)F)C=C1C=1C=NC=NC1 (6-(3-(2-Hydroxypropan-2-yl)azetidin-1-yl)-5-(pyrimidin-5-yl)-N-(4-(trifluoromethoxy)phenyl)nicotinamide). RXN SMILES: Br[C:2]1[C:3]([N:22]2[CH2:25][CH:24]([C:26]([OH:29])([CH3:28])[CH3:27])[CH2:23]2)=[N:4][CH:5]=[C:6]([CH:21]=1)[C:7]([NH:9][C:10]1[CH:15]=[CH:14][C:13]([O:16][C:17]([F:20])([F:19])[F:18])=[CH:12][CH:11]=1)=[O:8].[N:30]1[CH:35]=[C:34](B(O)O)[CH:33]=[N:32][CH:31]=1>>[OH:29][C:26]([CH:24]1[CH2:25][N:22]([C:3]2[C:2]([C:34]3[CH:35]=[N:30][CH:31]=[N:32][CH:33]=3)=[CH:21][C:6]([C:7]([NH:9][C:10]3[CH:15]=[CH:14][C:13]([O:16][C:17]([F:20])([F:19])[F:18])=[CH:12][CH:11]=3)=[O:8])=[CH:5][N:4]=2)[CH2:23]1)([CH3:28])[CH3:27]. Reported procedure: The title compound was prepared in an analogous fashion to that described in Example 128 using 5-bromo-6-(3-(2-hydroxypropan-2-yl)azetidin-1-yl)-N-(4-(trifluoromethoxy)phenyl)nicotinamide (Stage 142.1) and pyrimidin-5-ylboronic acid to afford an off-white powder. HPLC (Condition 4) tR=4.88 min, UPLC-MS (Condition 7) m/z=474.2 [M+H]+; 1H-NMR (400 MHz, DMSO-d6) δ ppm 0.94 (s, 6H) 2.50-2.58 (m, 1H) 3.63 (d, J=7.43 Hz, 4H) 4.39 (s, 1H) 7.34 (d, J=8.99 Hz, 2H) 7.49-7.68 (m, 1H) 7.79-7.91 (m, 2H) 8.06... Run in O1CCCC1 (tetrahydrofuran), C1CCOC1 (THF), C1CCOC1 (THF). Reaction conditions: temperature 0 celsius, time 10 minute. Procedure details: A 60% dispersion of sodium hydride (0.095 g of dispersion, 0.057 g of NaH, 2.4 mmol) was triturated with anhydrous THF (3×20 ml). The pure sodium hydride was then suspended in anhydrous THF (10 ml) and cooled to 0° C. Methyl acetoacetate (0.227 g, 1.95 mmol) was added dropwise. After stirring the resulting colorless solution for 10 minutes at 0° C., butyllithium in hexanes (0.96 ml, 2.5M, 2.4 mmol) was added dropwise via syringe. After stirring the reaction mixture for another 10 minutes at 0° C... The product is OC(CC(CC(=O)OC)=O)\C=C\C=C(C1=CC=CC=C1)C1=CC=CC=C1 (methyl (E)-5-hydroxy-9,9-diphenyl-3-oxo-6,8-nonadienoate). Reactants: C(CCC)[Li] (butyllithium), hexanes, C1(=CC=CC=C1)C(=CC=CC=O)C1=CC=CC=C1 (5,5-diphenyl-2,4-pentadienal), [H-].[Na+] (sodium hydride), [H-].[Na+] (sodium hydride), C(CC(=O)C)(=O)OC (Methyl acetoacetate). The yield is 99.5%. RXN SMILES: [H-].[Na+].[C:3]([O:9][CH3:10])(=[O:8])[CH2:4][C:5]([CH3:7])=[O:6].C([Li])CCC.[C:16]1([C:22]([C:28]2[CH:33]=[CH:32][CH:31]=[CH:30][CH:29]=2)=[CH:23][CH:24]=[CH:25][CH:26]=[O:27])[CH:21]=[CH:20][CH:19]=[CH:18][CH:17]=1>C1COCC1>[OH:27][CH:26](/[CH:25]=[CH:24]/[CH:23]=[C:22]([C:16]1[CH:17]=[CH:18][CH:19]=[CH:20][CH:21]=1)[C:28]1[CH:29]=[CH:30][CH:31]=[CH:32][CH:33]=1)[CH2:7][C:5](=[O:6])[CH2:4][C:3]([O:9][CH3:10])=[O:8] |f:0.1|.